Task: describe an organic reaction: reactants, conditions, products, and yield. Dataset: the Open Reaction Database (ORD), a public repository of structured organic reaction records Reactants: COC(F)(c1ccc2c(c1)c(NCC(=O)NC1CNC1)nn2C)C(F)(F)F, COc1ccc(C2(O)CCC(=O)CC2)cn1. Reaction SMILES: [NH:1]1[CH2:2][CH:3]([NH:5][C:6]([CH2:7][NH:8][c:9]2[n:10][n:11]([CH3:26])[c:12]3[cH:13][cH:14][c:15]([C:18]([C:19]([F:20])([F:21])[F:22])([O:23][CH3:24])[F:25])[cH:16][c:17]23)=[O:27])[CH2:4]1.[OH:28][C:29]1([c:36]2[cH:37][n:38][c:39]([O:42][CH3:43])[cH:40][cH:41]2)[CH2:30][CH2:31][C:32](=[O:35])[CH2:33][CH2:34]1>>[N:1]1([CH:32]2[CH2:31][CH2:30][C:29]([OH:28])([c:36]3[cH:37][n:38][c:39]([O:42][CH3:43])[cH:40][cH:41]3)[CH2:34][CH2:33]2)[CH2:2][CH:3]([NH:5][C:6]([CH2:7][NH:8][c:9]2[n:10][n:11]([CH3:26])[c:12]3[cH:13][cH:14][c:15]([C:18]([C:19]([F:20])([F:21])[F:22])([O:23][CH3:24])[F:25])[cH:16][c:17]23)=[O:27])[CH2:4]1. Product: COc1ccc(C2(O)CCC(N3CC(NC(=O)CNc4nn(C)c5ccc(C(F)(OC)C(F)(F)F)cc45)C3)CC2)cn1. The reactants are FC(CN1N=CC=C1C1=NC=CC=C1CO)(F)F ((2-(1-(2,2,2-trifluoroethyl)-1H-pyrazol-5-yl)pyridin-3-yl)methanol), O=S(Cl)Cl (SOCl2). Run in C(Cl)Cl (DCM). Conditions: time 4 hour. The product is Cl.ClCC=1C(=NC=CC1)C1=CC=NN1CC(F)(F)F (3-(chloromethyl)-2-(1-(2,2,2-trifluoroethyl)-1H-pyrazol-5-yl)pyridine hydrochloride). As a reaction SMILES: [F:1][C:2]([F:18])([F:17])[CH2:3][N:4]1[C:8]([C:9]2[C:14]([CH2:15]O)=[CH:13][CH:12]=[CH:11][N:10]=2)=[CH:7][CH:6]=[N:5]1.O=S(Cl)[Cl:21]>C(Cl)Cl>[ClH:21].[Cl:21][CH2:15][C:14]1[C:9]([C:8]2[N:4]([CH2:3][C:2]([F:18])([F:17])[F:1])[N:5]=[CH:6][CH:7]=2)=[N:10][CH:11]=[CH:12][CH:13]=1 |f:3.4|. Reported procedure: To (2-(1-(2,2,2-trifluoroethyl)-1H-pyrazol-5-yl)pyridin-3-yl)methanol (408 mg, 1.59 mmol) in DCM (5 mL) was added SOCl2 (1.5 mL) at rt. The reaction mixture was stirred at rt for 4 h and concentrated to dryness. The crude solid was suspended in toluene and concentrated to dryness. The process was repeated three times and dried under vacuum to give 3-(chloromethyl)-2-(1-(2,2,2-trifluoroethyl)-1H-pyrazol-5-yl)pyridine hydrochloride (498 mg) as an off-white solid, which was used for next step witho... Reactants: CN(CCC1=CNC2=CC=C(C=C12)CS(=O)(=O)NC)C (3-[2-(dimethylamino)ethyl]-N-methyl-1H-indole-5-methanesulphonamide), C([O-])([O-])=O.[K+].[K+] (potassium carbonate). Solvent: FC(C(=O)O)(F)F (trifluoroacetic acid). Run at time 5 minute. Yields the product CN(CCC1CNC2=CC=C(C=C12)CS(=O)(=O)NC)C (3-[2-(Dimethylamino)ethyl]-2,3-dihydro-N-methyl-1H-indole-5-methanesulphonamide). The yield is 15.9%. Reaction SMILES: [CH3:1][N:2]([CH3:20])[CH2:3][CH2:4][C:5]1[C:13]2[C:8](=[CH:9][CH:10]=[C:11]([CH2:14][S:15]([NH:18][CH3:19])(=[O:17])=[O:16])[CH:12]=2)[NH:7][CH:6]=1.C(=O)([O-])[O-].[K+].[K+]>FC(F)(F)C(O)=O>[CH3:20][N:2]([CH3:1])[CH2:3][CH2:4][CH:5]1[C:13]2[C:8](=[CH:9][CH:10]=[C:11]([CH2:14][S:15]([NH:18][CH3:19])(=[O:16])=[O:17])[CH:12]=2)[NH:7][CH2:6]1 |f:1.2.3|. Reported procedure: To a suspension of 3-[2-(dimethylamino)ethyl]-N-methyl-1H-indole-5-methanesulphonamide (0.5 g) in trifluoroacetic acid (15 ml) at -10° was added borane-tetrahydrofuran complex (45 ml; 1M) keeping the temperature below +2°. The resulting suspension was stirred at 0° for 5 min, poured onto saturated potassium carbonate (50 ml) and extracted with ethanol (2×20 ml). The ethanolic extract was evaporated and the residue purified by column chromatography (A) to give the title compound as an oil (80 mg)... Starting materials: BrCCC1=NC2=CC(=C(C=C2C(=N1)C1=CC(=C(C=C1)OC)OC)OC)OC (2-(2-bromoethyl)-4-(3,4-dimethoxyphenyl)-6,7-dimethoxyquinazoline), C(C)NCC (diethylamine), ClCCl (dichloromethane). Solvent: O (water). The product is C(C)N(CC)CCC1=NC2=CC(=C(C=C2C(=N1)C1=CC(=C(C=C1)OC)OC)OC)OC (2-[2-(N,N-diethylamino)ethyl]-4-(3,4-dimethoxyphenyl)-6,7-dimethoxyquinazoline). The yield is 8.4%. Reaction SMILES: Br[CH2:2][CH2:3][C:4]1[N:13]=[C:12]([C:14]2[CH:19]=[CH:18][C:17]([O:20][CH3:21])=[C:16]([O:22][CH3:23])[CH:15]=2)[C:11]2[C:6](=[CH:7][C:8]([O:26][CH3:27])=[C:9]([O:24][CH3:25])[CH:10]=2)[N:5]=1.[CH2:28]([NH:30][CH2:31][CH3:32])[CH3:29].ClCCl>O>[CH2:28]([N:30]([CH2:2][CH2:3][C:4]1[N:13]=[C:12]([C:14]2[CH:19]=[CH:18][C:17]([O:20][CH3:21])=[C:16]([O:22][CH3:23])[CH:15]=2)[C:11]2[C:6](=[CH:7][C:8]([O:26][CH3:27])=[C:9]([O:24][CH3:25])[CH:10]=2)[N:5]=1)[CH2:31][CH3:32])[CH3:29]. Reported procedure: A mixture of 2-(2-bromoethyl)-4-(3,4-dimethoxyphenyl)-6,7-dimethoxyquinazoline (0.486 g), diethylamine (0.41 g) and dichloromethane (10 ml) was stirred under reflux for 6 hours. The reaction mixture was poured into water and extracted with dichloromethane. The dichloromethane layer was washed with water and dried over magnesium sulfate, and the solvent was evaporated. The residue was subjected to column chromatography on silica gel. The fractions eluted with chloroform - ethyl acetate (1:1, v/v)... As a reaction SMILES: [C:1]1([C:26]2[CH:31]=[CH:30][CH:29]=[CH:28][CH:27]=2)[CH:6]=[CH:5][CH:4]=[C:3]([C:7]2[O:8][C:9]([CH3:25])=[C:10]([CH2:12][CH2:13][O:14]S(C3C=CC(C)=CC=3)(=O)=O)[N:11]=2)[CH:2]=1.[CH2:32]([O:34][C:35](=[O:47])[C:36]([O:39][C:40]1[CH:45]=[CH:44][CH:43]=[C:42](O)[CH:41]=1)([CH3:38])[CH3:37])[CH3:33].C([O-])([O-])=O.[Cs+].[Cs+]>CN(C=O)C>[CH2:32]([O:34][C:35](=[O:47])[C:36]([O:39][C:40]1[CH:45]=[CH:44][CH:43]=[C:42]([O:14][CH2:13][CH2:12][C:10]2[N:11]=[C:7]([C:3]3[CH:2]=[C:1]([C:26]4[CH:31]=[CH:30][CH:29]=[CH:28][CH:27]=4)[CH:6]=[CH:5][CH:4]=3)[O:8][C:9]=2[CH3:25])[CH:41]=1)([CH3:38])[CH3:37])[CH3:33] |f:2.3.4|. Starting materials: C1(=CC(=CC=C1)C=1OC(=C(N1)CCOS(=O)(=O)C1=CC=C(C=C1)C)C)C1=CC=CC=C1 (toluene-4-sulfonic acid 2-(2-biphenyl-3-yl-5-methyloxazol-4-yl)ethyl ester), C(C)OC(C(C)(C)OC1=CC(=CC=C1)O)=O (2-(3-hydroxyphenoxy)-2-methylpropanoic acid ethyl ester), C(=O)([O-])[O-].[Cs+].[Cs+] (Cs2CO3). Product: C(C)OC(C(C)(C)OC1=CC(=CC=C1)OCCC=1N=C(OC1C)C=1C=C(C=CC1)C1=CC=CC=C1)=O (2-{3-[2-(2-biphenyl-3-yl-5-methyloxazol-4-yl)ethoxy]phenoxy}-2-methylpropionic acid ethyl ester). Run in CN(C)C=O (DMF). Procedure details: A mixture of the toluene-4-sulfonic acid 2-(2-biphenyl-3-yl-5-methyloxazol-4-yl)ethyl ester (66.9 mmol) and 2-(3-hydroxyphenoxy)-2-methylpropanoic acid ethyl ester (Columbia University WO 9731530) (12.5 g, 55.71 mmol) and Cs2CO3 (22.7 g, 69.6 mmol) was heated at 55° C. in DMF (45 mL) for 18 h. The reaction was partitioned between ethyl acetate (160 mL) and H2O (180 mL), and the aqueous phase extracted with ethyl acetate (150 mL). The combined organic phases were dried (MgSO4) and concentrated un... The product is BrCC(=C)C1=CC=CC=C1 (3-Bromo-2-phenylprop-1-ene). RXN SMILES: [C:1]1([C:7]([CH3:9])=[CH2:8])[CH:6]=[CH:5][CH:4]=[CH:3][CH:2]=1.[Br:10]N1C(=O)CCC1=O>C(Cl)(Cl)(Cl)Cl>[Br:10][CH2:8][C:7]([C:1]1[CH:6]=[CH:5][CH:4]=[CH:3][CH:2]=1)=[CH2:9]. The reactants are C1(=CC=CC=C1)C(=C)C (2-phenylprop-1-ene), BrN1C(CCC1=O)=O (N-bromosuccinimide), α,α'-azoisobutyronitrile. Isolated yield 2.3%. Run at time 2 hour. Solvent: C(Cl)(Cl)(Cl)Cl (carbon tetrachloride). Procedure details: A mixture of 2-phenylprop-1-ene (14.16 g, 0.12 mol), N-bromosuccinimide (13.5 g, 72 mmol) and α,α'-azoisobutyronitrile (1.5 mg) in carbon tetrachloride (7.5 mL) was placed in a pre-heated oil bath at 170° C. (the internal temperature rose to 110° C.). The slurry was stirred vigorously at this temperature for 2 h. and was then allowed to cool to ambient temperature. The mixture was filtered, washing with carbon tetrachloride, and the solvent was evaporated under reduced pressure. The residue was ...